Dataset: the Open Reaction Database (ORD), a public repository of structured organic reaction records. Task: describe an organic reaction: reactants, conditions, products, and yield Starting materials: O=C([O-])O, COCN(Cc1ccccc1)C[Si](C)(C)C, C#CC(=O)OCC, CC(=O)O, ClCCl, [Na+]. Product: CCOC(=O)C1=CCN(Cc2ccccc2)C1. Reaction SMILES: [C:28](=[O:29])([O-:30])[OH:31].[CH2:1]([c:2]1[cH:3][cH:4][cH:5][cH:6][cH:7]1)[N:8]([CH2:9][O:15][CH3:16])[CH2:12][Si:10]([CH3:11])([CH3:13])[CH3:14].[CH3:17][CH2:18][O:19][C:20](=[O:21])[C:22]#[CH:23].[CH3:24][C:25](=[O:26])[OH:27].[Cl:33][CH2:34][Cl:35].[Na+:32]>>[CH2:1]([c:2]1[cH:3][cH:4][cH:5][cH:6][cH:7]1)[N:8]1[CH2:9][CH:23]=[C:22]([C:20]([O:19][CH2:18][CH3:17])=[O:21])[CH2:12]1. Starting materials: BrC=1C(=C(C(=O)OCC)C=CC1CSC1=C(C=CC=C1)C)OC (ethyl 3-bromo-2-methoxy-(2-methylphenylthiomethyl)benzoate), BrC1=C(C=CC(=C1)F)S (2-bromo-4-fluorothiophenol), BrC=1C(=C(C(=O)OC)C(=CC1)CBr)OC (methyl 3-bromo-6-bromomethyl-2-methoxybenzoate), BrC=1C(=C(C(=O)OC)C(=CC1)CBr)OC (methyl 3-bromo-6-bromomethyl-2-methoxybenzoate). Product: BrC=1C(=C(C(=O)OC)C(=CC1)CSC1=C(C=C(C=C1)F)Br)OC (Methyl 3-bromo-6-(2-bromo-4-fluorophenylthiomethyl)-2-methoxybenzoate). RXN SMILES: BrC1C(OC)=C(C=CC=1CSC1C=CC=CC=1C)C(OCC)=O.[Br:24][C:25]1[C:26]([O:37][CH3:38])=[C:27]([C:32]([CH2:35]Br)=[CH:33][CH:34]=1)[C:28]([O:30][CH3:31])=[O:29].[Br:39][C:40]1[CH:45]=[C:44]([F:46])[CH:43]=[CH:42][C:41]=1[SH:47]>>[Br:24][C:25]1[C:26]([O:37][CH3:38])=[C:27]([C:32]([CH2:35][S:47][C:41]2[CH:42]=[CH:43][C:44]([F:46])=[CH:45][C:40]=2[Br:39])=[CH:33][CH:34]=1)[C:28]([O:30][CH3:31])=[O:29]. Procedure: Prepared by proceeding in a similar manner to Intermediate 77, starting from methyl 3-bromo-6-bromomethyl-2-methoxybenzoate (Intermediate 89) and 2-bromo-4-fluorothiophenol and used without further characterization.